describe an organic reaction: reactants, conditions, products, and yield From a dataset of the Open Reaction Database (ORD), a public repository of structured organic reaction records. The reactants are C(#N)C(C1(CCN(CC1)C(=O)OC(C)(C)C)O)C1=CC=CC=C1 (tert-butyl 4-[cyano(phenyl)methyl]-4-hydroxypiperidine-1-carboxylate), O=S(Cl)Cl (SOCl2). Solvent: N1=CC=CC=C1 (pyridine). Conditions: time 10 minute. Yields the product C(#N)C(=C1CCN(CC1)C(=O)OC(C)(C)C)C1=CC=CC=C1 (tert-butyl 4-[cyano(phenyl)methylene]piperidine-1-carboxylate). As a reaction SMILES: [C:1]([CH:3]([C:18]1[CH:23]=[CH:22][CH:21]=[CH:20][CH:19]=1)[C:4]1(O)[CH2:9][CH2:8][N:7]([C:10]([O:12][C:13]([CH3:16])([CH3:15])[CH3:14])=[O:11])[CH2:6][CH2:5]1)#[N:2].O=S(Cl)Cl>N1C=CC=CC=1>[C:1]([C:3]([C:18]1[CH:19]=[CH:20][CH:21]=[CH:22][CH:23]=1)=[C:4]1[CH2:5][CH2:6][N:7]([C:10]([O:12][C:13]([CH3:16])([CH3:15])[CH3:14])=[O:11])[CH2:8][CH2:9]1)#[N:2]. Procedure: To tert-butyl 4-[cyano(phenyl)methyl]-4-hydroxypiperidine-1-carboxylate (1.8 g, 5.69 mmol) in pyridine (4 ml) was added SOCl2 (2.076 ml, 28.4 mmol) and the reaction was stirred for 10 min. The reaction mixture was concentrated in vacuo. The resulting crystalline solid was adsorbed onto silica gel and purified by silica gel chromatography in an Isco Companion. The desired fractions were combined and concentrated in vacuo. 1.18 g, 70% over two steps. The reactants are B(C1CCCCC1)C1CCCCC1 (Cy2BH), C1(CCCCC1)C=O (cyclohexane-carboxaldehyde), CC(C#C)(C)C (3,3-dimethyl-1-butyne), [Zn](CC)CC (Et2Zn). The product is C1(CCCCC1)[C@@H](C=CC(C)(C)C)O ((S)-1-Cyclohexyl-4,4-dimethyl-pent-2-en-1-ol). The yield is 80.0%. RXN SMILES: B(C1CCCCC1)C1CCCCC1.[CH3:14][C:15]([CH3:19])([CH3:18])[C:16]#[CH:17].[Zn](CC)CC.[CH:25]1([CH:31]=[O:32])[CH2:30][CH2:29][CH2:28][CH2:27][CH2:26]1>>[CH:25]1([C@H:31]([OH:32])[CH:17]=[CH:16][C:15]([CH3:19])([CH3:18])[CH3:14])[CH2:30][CH2:29][CH2:28][CH2:27][CH2:26]1. Reported procedure: The product was prepared by General procedure S using 98 mg (0.55 mmol) Cy2BH, 68 μL (0.55 mmol) 3,3-dimethyl-1-butyne, 0.55 mL (1.1 mmol, 2.0 M in hexanes) Et2Zn, 4.8 mg (0.02 mmol) (−)-MIB, and 61 μL (0.50 mmol) cyclohexane-carboxaldehyde. The crude product was purified by column chromatography (5% ethyl acetate in hexanes) to afford the title compound as a colorless oil in 80% yield (78 mg, 0.40 mmol). [α]D20=−27.7 (c=0.13, CHCl3, 96% ee); 1H NMR (CDCl3, 500 MHz): δ 0.92-0.97 (m, 2H), 1.01 (s... Reactants: CC(CO)(C)NC(=O)C1=CC2=C(OCC3=C(C2=O)C=CC=C3)C=C1 (N-(1,1-dimethyl-2-hydroxyethyl)-11-oxo-6,11-dihydrodibenz[b,e]oxepin-2-carboxamide), S(=O)(Cl)Cl (thionyl chloride). Run in C(Cl)Cl (methylene chloride), C(Cl)Cl (methylene chloride). Run at time 1 hour. Yields the product CC1(N=C(OC1)C1=CC2=C(OCC3=C(C2=O)C=CC=C3)C=C1)C (2-(4,4-Dimethyl-2-oxazoline-2-yl)-11-oxo-6,11-dihydrodibenz[b,e]oxepin). Isolated yield 83.4%. As a reaction SMILES: [CH3:1][C:2]([NH:6][C:7]([C:9]1[CH:24]=[CH:23][C:12]2[O:13][CH2:14][C:15]3[CH:22]=[CH:21][CH:20]=[CH:19][C:16]=3[C:17](=[O:18])[C:11]=2[CH:10]=1)=O)([CH3:5])[CH2:3][OH:4].S(Cl)(Cl)=O>C(Cl)Cl>[CH3:1][C:2]1([CH3:5])[CH2:3][O:4][C:7]([C:9]2[CH:24]=[CH:23][C:12]3[O:13][CH2:14][C:15]4[CH:22]=[CH:21][CH:20]=[CH:19][C:16]=4[C:17](=[O:18])[C:11]=3[CH:10]=2)=[N:6]1. Reported procedure: In this process, 8.0 g of N-(1,1-dimethyl-2-hydroxyethyl)-11-oxo-6,11-dihydrodibenz[b,e]oxepin-2-carboxamide is suspended in 100 ml of methylene chloride. To the suspension is added 3.6 g of thionyl chloride under a nitrogen atmosphere and ice-cooling and the mixture is stirred at room temperature for one hour. To the mixture is added 300 ml of methylene chloride, and the mixture is washed with saturated aqueous sodium bicarbonate solution and dried over anhydrous magnesium sulfate. The solvent ... Starting materials: IC1=NN(C2=NC=NC(=C21)N)[C@@H]2CC[C@@H](CC2)N2CCN(CC2)C (cis-3-Iodo-1-[4-(4-methylpiperazino)cyclohexyl]-1H-pyrazolo[3,4-d]pyrimidin-4-amine), N(C1=CC=CC=C1)C(=O)C1=CC=C(C=C1)B(O)O (4-(anilinocarbonyl)phenylboronic acid), palladium tetrakistriphenyphosphine, C([O-])([O-])=O.[Na+].[Na+] (sodium carbonate), COCCOC (ethylene glycol dimethyl ether). Solvent: O (water). Yields the product C1(=CC=CC=C1)NC(C1=CC=C(C=C1)C1=NN(C2=NC=NC(=C21)N)[C@@H]2CC[C@@H](CC2)N2CCN(CC2)C)=O (cis-N1-phenyl-4-{4-amino-1-[4-(4-methylpiperazino)cyclohexyl]-1H-pyrazolo[3,4-d]pyrimidin-3-yl}benzamide). Isolated yield 27.7%. Reaction SMILES: I[C:2]1[C:10]2[C:5](=[N:6][CH:7]=[N:8][C:9]=2[NH2:11])[N:4]([C@H:12]2[CH2:17][CH2:16][C@@H:15]([N:18]3[CH2:23][CH2:22][N:21]([CH3:24])[CH2:20][CH2:19]3)[CH2:14][CH2:13]2)[N:3]=1.[NH:25]([C:32]([C:34]1[CH:39]=[CH:38][C:37](B(O)O)=[CH:36][CH:35]=1)=[O:33])[C:26]1[CH:31]=[CH:30][CH:29]=[CH:28][CH:27]=1.C(=O)([O-])[O-].[Na+].[Na+].COCCOC>O>[C:26]1([NH:25][C:32](=[O:33])[C:34]2[CH:39]=[CH:38][C:37]([C:2]3[C:10]4[C:5](=[N:6][CH:7]=[N:8][C:9]=4[NH2:11])[N:4]([C@H:12]4[CH2:17][CH2:16][C@@H:15]([N:18]5[CH2:23][CH2:22][N:21]([CH3:24])[CH2:20][CH2:19]5)[CH2:14][CH2:13]4)[N:3]=3)=[CH:36][CH:35]=2)[CH:27]=[CH:28][CH:29]=[CH:30][CH:31]=1 |f:2.3.4|. Procedure details: cis-3-Iodo-1-[4-(4-methylpiperazino)cyclohexyl]-1H-pyrazolo[3,4-d]pyrimidin-4-amine (100 mg, 0.226 mmol), 4-(anilinocarbonyl)phenylboronic acid (60 mg, 0.249 mmol), palladium tetrakistriphenyphosphine(16 mg, 0.014 mmol) and sodium carbonate (58 mg, 0.544 mmol) were mixed with ethylene glycol dimethyl ether (3 mL) and water (1.5 mL). The reaction mixture was heated at reflux overnight. Organic solvent was removed under reduced pressure and the aqueous layer was extracted with dichloromethane. The... Reactants: BrC=1C=C2C\C(\C(C2=CC1OC)=O)=C/C1=CC=C(C=C1)SC(F)(F)F ((E)-5-bromo-6-methoxy-2-(4-((trifluoromethyl)thio)benzylidene)-2,3-dihydro-1H-inden-1-one). The reagents and catalysts are [Pt] (Pt/C). Solvent: CO (methanol). Run at time 6 hour. Product: BrC=1C=C2CC(C(C2=CC1OC)=O)CC1=CC=C(C=C1)SC(F)(F)F (5-bromo-6-methoxy-2-(4-((trifluoromethyl)thio)benzyl)-2,3-dihydro-1H-inden-1-one). Reaction SMILES: [Br:1][C:2]1[CH:3]=[C:4]2[C:8](=[CH:9][C:10]=1[O:11][CH3:12])[C:7](=[O:13])/[C:6](=[CH:14]/[C:15]1[CH:20]=[CH:19][C:18]([S:21][C:22]([F:25])([F:24])[F:23])=[CH:17][CH:16]=1)/[CH2:5]2>CO.[Pt]>[Br:1][C:2]1[CH:3]=[C:4]2[C:8](=[CH:9][C:10]=1[O:11][CH3:12])[C:7](=[O:13])[CH:6]([CH2:14][C:15]1[CH:20]=[CH:19][C:18]([S:21][C:22]([F:24])([F:23])[F:25])=[CH:17][CH:16]=1)[CH2:5]2. Reported procedure: The 104 (125 mg, 0.467 mol) was dissolved in methanol 25 mL, Pt/C 10 mg added, the reaction stirred under hydrogen balloon for 6 h, filtered through celite bed and washed with excess methanol. The organic layer was concentrated to get the crude compound 143 and was purified by flash chromatography using 100-200 mesh silica gel. The compound 5-bromo-6-methoxy-2-(4-((trifluoromethyl)thio)benzyl)-2,3-dihydro-1H-inden-1-one 143 was eluted at 12% ethyl acetate in hexane as half white coloured solid. Reactants: CCO, O=Cc1ccccc1, NN, O, O. Product: NN=Cc1ccccc1. Reaction SMILES: [CH3:1][CH2:2][OH:3].[CH:7](=[O:8])[c:9]1[cH:10][cH:11][cH:12][cH:13][cH:14]1.[NH2:5][NH2:6].[OH2:15].[OH2:4]>>[N:5]([NH2:6])=[CH:7][c:9]1[cH:10][cH:11][cH:12][cH:13][cH:14]1. Starting materials: COc1cc(C(=O)NS(=O)(=O)c2ccccc2C)ccc1Cc1cn(C)c2ccc(C(=O)O)cc12, CCN=C=NCCCN(C)C, CC(CN)CC(F)(F)F, CN(C)c1ccncc1, CCOC(C)=O, Cl, Cl, C1CCOC1. Product: COc1cc(C(=O)NS(=O)(=O)c2ccccc2C)ccc1Cc1cn(C)c2ccc(C(=O)NCC(C)CC(F)(F)F)cc12. Reaction SMILES: [C:1](=[O:2])([OH:3])[c:4]1[cH:5][c:6]2[c:7]([CH2:14][c:15]3[c:16]([O:34][CH3:35])[cH:17][c:18]([C:19](=[O:20])[NH:21][S:22](=[O:23])(=[O:24])[c:25]4[c:26]([CH3:31])[cH:27][cH:28][cH:29][cH:30]4)[cH:32][cH:33]3)[cH:8][n:9]([CH3:13])[c:10]2[cH:11][cH:12]1.[CH3:37][N:38]([CH3:39])[CH2:40][CH2:41][CH2:42][N:43]=[C:44]=[N:45][CH2:46][CH3:47].[CH3:49][CH:50]([CH2:51][NH2:52])[CH2:53][C:54]([F:55])([F:56])[F:57].[CH3:58][N:59]([CH3:60])[c:61]1[cH:62][cH:63][n:64][cH:65][cH:66]1.[CH3:72][CH2:73][O:74][C:75](=[O:76])[CH3:77].[ClH:36].[ClH:48].[O:67]1[CH2:68][CH2:69][CH2:70][CH2:71]1>>[C:1](=[O:2])([c:4]1[cH:5][c:6]2[c:7]([CH2:14][c:15]3[c:16]([O:34][CH3:35])[cH:17][c:18]([C:19](=[O:20])[NH:21][S:22](=[O:23])(=[O:24])[c:25]4[c:26]([CH3:31])[cH:27][cH:28][cH:29][cH:30]4)[cH:32][cH:33]3)[cH:8][n:9]([CH3:13])[c:10]2[cH:11][cH:12]1)[NH:52][CH2:51][CH:50]([CH3:49])[CH2:53][C:54]([F:55])([F:56])[F:57].